This data is from the Open Reaction Database (ORD), a public repository of structured organic reaction records. The task is: describe an organic reaction: reactants, conditions, products, and yield The reactants are OCCCC(C(=O)C1=CC=CC=C1)C1=CC=CC=C1 (5-hydroxy-1,2-diphenylpentan-1-one), [Mg] (magnesium), BrC1=CC=CC=C1 (bromobenzene). Run in O1CCCC1 (tetrahydrofuran), O1CCCC1 (tetrahydrofuran), O1CCCC1 (tetrahydrofuran). The product is C1(=CC=CC=C1)C(C(CCCO)C1=CC=CC=C1)(O)C1=CC=CC=C1 (1,1,2-triphenylpentane-1,5-diol). Reaction SMILES: [Mg].Br[C:3]1[CH:8]=[CH:7][CH:6]=[CH:5][CH:4]=1.[OH:9][CH2:10][CH2:11][CH2:12][CH:13]([C:22]1[CH:27]=[CH:26][CH:25]=[CH:24][CH:23]=1)[C:14]([C:16]1[CH:21]=[CH:20][CH:19]=[CH:18][CH:17]=1)=[O:15]>O1CCCC1>[C:3]1([C:14]([C:16]2[CH:21]=[CH:20][CH:19]=[CH:18][CH:17]=2)([OH:15])[CH:13]([C:22]2[CH:23]=[CH:24][CH:25]=[CH:26][CH:27]=2)[CH2:12][CH2:11][CH2:10][OH:9])[CH:8]=[CH:7][CH:6]=[CH:5][CH:4]=1. Procedure: The compound is prepared from 6.0 g of magnesium turnings in 42 ml of dry tetrahydrofuran, 39.3 g of bromobenzene in 84 ml of dry tetrahydrofuran and 25.4 g of 5-hydroxy-1,2-diphenylpentan-1-one in 75 ml of dry tetrahydrofuran according to the procedure described in Example 1(b). The product is recrystallized from toluene. The yield is 14.9 g (45%) of a product having m.p. 120°-2° C. Reactants: CC#N, ClC(Cl)Cl, O=c1[nH]ccc2cc(-c3ccccc3)c(-c3ccc(CO)cc3)nc12. The product is O=Cc1ccc(-c2nc3c(=O)[nH]ccc3cc2-c2ccccc2)cc1. As a reaction SMILES: [CH3:30][C:31]#[N:32].[CH:26]([Cl:27])([Cl:28])[Cl:29].[OH:1][CH2:2][c:3]1[cH:4][cH:5][c:6](-[c:9]2[n:10][c:11]3[c:12](=[O:25])[nH:13][cH:14][cH:15][c:16]3[cH:17][c:18]2-[c:19]2[cH:20][cH:21][cH:22][cH:23][cH:24]2)[cH:7][cH:8]1>>[O:1]=[CH:2][c:3]1[cH:4][cH:5][c:6](-[c:9]2[n:10][c:11]3[c:12](=[O:25])[nH:13][cH:14][cH:15][c:16]3[cH:17][c:18]2-[c:19]2[cH:20][cH:21][cH:22][cH:23][cH:24]2)[cH:7][cH:8]1. Reactants: CC1CCC=2CC(C3=CC=CC=C3C2C1)=O (3-methyl-1,2,3,4-tetrahydrophenanthrone), FC(C(=O)O)(F)F (trifluoroacetic acid), FC(C(=O)OC(C(F)(F)F)=O)(F)F (trifluoroacetic anhydride), C1(=CC=CC=C1)C(O)(C1=CC=CC=C1)C1=CC=CC=C1 (triphenylmethanol). Yields the product CC=1C=CC=2C=CC3=CC=CC=C3C2C1O (3-methyl-4-phenanthrol). Reaction SMILES: F[C:2](F)(F)[C:3]([OH:5])=O.FC(F)(F)C(OC(=O)C(F)(F)F)=O.[C:21]1([C:27](C2C=CC=CC=2)([C:29]2[CH:34]=[CH:33][CH:32]=[CH:31][CH:30]=2)O)[CH:26]=[CH:25][CH:24]=[CH:23][CH:22]=1.CC1CC2C3C(=CC=CC=3)C(=O)CC=2CC1>>[CH3:34][C:33]1[CH:32]=[CH:31][C:30]2[CH:29]=[CH:27][C:21]3[C:26]([C:2]=2[C:3]=1[OH:5])=[CH:25][CH:24]=[CH:23][CH:22]=3. Reported procedure: In a 500 ml 3-neck flask equipped with magnetic stirrer and reflux condenser with nitrogen inlet, 66 ml of trifluoroacetic acid and 88 ml of trifluoroacetic anhydride were mixed together cautiously. The mixture was stirred under nitrogen and 54.6 g (0.21 mole) of 97% triphenylmethanol was added in increments over a 30 minute period giving an intense yellow-green solution. Heat was liberated. The reaction mixture was refluxed for one hour, cooled and 22.0 g (0.105 mole) of 3-methyl-1,2,3,4-tetrah... Starting materials: CCN(CC=CC#CC(C)(C)C)CCNCCOc1cccc(-c2ccsc2)c1, CCN(CC=CC#CC(C)(C)C)CCNCC=Cc1cccc(-c2ccsc2)c1, CC=O. Yields the product CCN(CC=CC#CC(C)(C)C)CCN(C)CC=Cc1cccc(-c2ccsc2)c1. Reaction SMILES: [CH2:1]([N:2]([CH2:3][CH:4]=[CH:5][C:6]#[C:7][C:8]([CH3:9])([CH3:10])[CH3:11])[CH2:12][CH2:13][NH:14][CH2:15][CH2:16][O:17][c:18]1[cH:19][cH:20][cH:21][c:22](-[c:23]2[cH:24][cH:25][s:26][cH:27]2)[cH:28]1)[CH3:29].[CH2:33]([CH3:34])[N:35]([CH2:36][CH2:37][NH:38][CH2:39][CH:40]=[CH:41][c:42]1[cH:43][c:44](-[c:48]2[cH:49][s:50][cH:51][cH:52]2)[cH:45][cH:46][cH:47]1)[CH2:53][CH:54]=[CH:55][C:56]#[C:57][C:58]([CH3:59])([CH3:60])[CH3:61].[CH:30](=[O:31])[CH3:32]>>[CH3:1][N:38]([CH2:37][CH2:36][N:35]([CH2:33][CH3:34])[CH2:53][CH:54]=[CH:55][C:56]#[C:57][C:58]([CH3:59])([CH3:60])[CH3:61])[CH2:39][CH:40]=[CH:41][c:42]1[cH:43][c:44](-[c:48]2[cH:49][s:50][cH:51][cH:52]2)[cH:45][cH:46][cH:47]1. The reactants are CC(=O)O, CN1CCCC1COc1cc([N+](=O)[O-])cc(C(F)(F)F)c1, CO. The product is CN1CCCC1COc1cc(N)cc(C(F)(F)F)c1. RXN SMILES: [C:22]([OH:23])(=[O:24])[CH3:25].[CH3:1][N:2]1[CH:3]([CH2:7][O:8][c:9]2[cH:10][c:11]([N+:19]([O-:20])=[O:21])[cH:12][c:13]([C:15]([F:16])([F:17])[F:18])[cH:14]2)[CH2:4][CH2:5][CH2:6]1.[CH3:26][OH:27]>>[CH3:1][N:2]1[CH:3]([CH2:7][O:8][c:9]2[cH:10][c:11]([NH2:19])[cH:12][c:13]([C:15]([F:16])([F:17])[F:18])[cH:14]2)[CH2:4][CH2:5][CH2:6]1. The reactants are [H-].[Al+3].[Li+].[H-].[H-].[H-] (lithium aluminum hydride), [H-].[Al+3].[H-].[H-] (aluminum hydride), C(=O)OCC(=O)C1=CNC2=NC=CC(=C21)OC2=C(C=C(C=C2)[N+](=O)[O-])F (2-(4-(2-fluoro-4-nitrophenoxy)-1H-pyrrolo[2,3-b]pyridin-3-yl)-2-oxoethyl formate). Solvent: COCCOC (1,2 dimethoxyethane), COCCOC (1,2-dimethoxyethane). Conditions: time 2 hour. Product: NC1=CC(=C(OC2=C3C(=NC=C2)NC=C3C(CO)O)C=C1)F (1-(4-(4-amino-2-fluorophenoxy)-1H-pyrrolo[2,3-b]pyridin-3-yl)ethane-1,2-diol). Yield: 44.5%. RXN SMILES: [H-].[Al+3].[H-].[H-].[H-].[Al+3].[Li+].[H-].[H-].[H-].C([O:13][CH2:14][C:15]([C:17]1[C:25]2[C:20](=[N:21][CH:22]=[CH:23][C:24]=2[O:26][C:27]2[CH:32]=[CH:31][C:30]([N+:33]([O-])=O)=[CH:29][C:28]=2[F:36])[NH:19][CH:18]=1)=[O:16])=O>COCCOC>[NH2:33][C:30]1[CH:31]=[CH:32][C:27]([O:26][C:24]2[CH:23]=[CH:22][N:21]=[C:20]3[NH:19][CH:18]=[C:17]([CH:15]([OH:16])[CH2:14][OH:13])[C:25]=23)=[C:28]([F:36])[CH:29]=1 |f:0.1.2.3,4.5.6.7.8.9|. Procedure: To a suspension of anhydrous aluminum hydride (266 mg, 2.0 mmol, Alfa Aesar) in 5 mL of 1,2 dimethoxyethane at 0° C. was added lithium aluminum hydride (1 M soln. in THF, 1.0 mL, 1.0 mmol). A solution of 2-(4-(2-fluoro-4-nitrophenoxy)-1H-pyrrolo[2,3-b]pyridin-3-yl)-2-oxoethyl formate (72 mg, 0.2 mmol) in 5 mL of 1,2-dimethoxyethane was added dropwise. The reaction mixture was stirred at rt for 2 h and quenched by the addition of 5 mL of cold water. The mixture was extracted with EtOAc (3×30 mL) ...